This data is from the Open Reaction Database (ORD), a public repository of structured organic reaction records. The task is: describe an organic reaction: reactants, conditions, products, and yield Starting materials: CC(C)=CCCC(C)OS(C)(=O)=O, O=Cc1cccc2[nH]ccc12. Product: CC(C)=CCCC(C)n1ccc2c(C=O)cccc21. As a reaction SMILES: [CH3:12][S:13]([O:14][CH:17]([CH2:18][CH2:19][CH:20]=[C:21]([CH3:22])[CH3:23])[CH3:24])(=[O:15])=[O:16].[nH:1]1[cH:2][cH:3][c:4]2[c:5]([CH:10]=[O:11])[cH:6][cH:7][cH:8][c:9]12>>[n:1]1([CH:17]([CH2:18][CH2:19][CH:20]=[C:21]([CH3:22])[CH3:23])[CH3:24])[cH:2][cH:3][c:4]2[c:5]([CH:10]=[O:11])[cH:6][cH:7][cH:8][c:9]12. Starting materials: Brc1ccc2c(c1)ncc1nnc(-c3ccccc3)n12, CC(=O)O, O, OO. Reaction SMILES: [Br:1][c:2]1[cH:3][c:4]2[n:5][cH:6][c:7]3[n:8]([c:9]2[cH:10][cH:11]1)[c:12](-[c:15]1[cH:16][cH:17][cH:18][cH:19][cH:20]1)[n:13][n:14]3.[CH3:24][C:25](=[O:26])[OH:27].[OH2:23].[OH:21][OH:22]>>[Br:1][c:2]1[cH:3][c:4]2[nH:5][c:6](=[O:21])[c:7]3[n:8]([c:9]2[cH:10][cH:11]1)[c:12](-[c:15]1[cH:16][cH:17][cH:18][cH:19][cH:20]1)[n:13][n:14]3. Yields the product O=c1[nH]c2cc(Br)ccc2n2c(-c3ccccc3)nnc12. Reactants: ClC1=C(C=C(C=C1)NC1=NC=CC=C1[N+](=O)[O-])F (N-(4-chloro-3-fluorophenyl)-3-nitropyridin-2-amine). The reagents and catalysts are [Ni] (Raney nickel). Run in C(C)(=O)OCC (ethyl acetate). Reaction conditions: time 20 hour. Yields the product ClC1=C(C=C(C=C1)NC1=NC=CC=C1N)F (N2-(4-chloro-3-fluorophenyl)pyridine-2,3-diamine). Reaction SMILES: [Cl:1][C:2]1[CH:7]=[CH:6][C:5]([NH:8][C:9]2[C:14]([N+:15]([O-])=O)=[CH:13][CH:12]=[CH:11][N:10]=2)=[CH:4][C:3]=1[F:18]>[Ni].C(OCC)(=O)C>[Cl:1][C:2]1[CH:7]=[CH:6][C:5]([NH:8][C:9]2[C:14]([NH2:15])=[CH:13][CH:12]=[CH:11][N:10]=2)=[CH:4][C:3]=1[F:18]. Procedure details: A mixture of N-(4-chloro-3-fluorophenyl)-3-nitropyridin-2-amine (C11) (5.0 g, 19 mmol) and Raney nickel (3 g) in ethyl acetate (400 mL) was degassed three times with hydrogen. The reaction mixture was then hydrogenated at room temperature for 20 hours. After removal of the catalyst via filtration, the filtrate was concentrated in vacuo. Purification via silica gel chromatography afforded the product as a gray solid. Yield: 3.1 g, 13 mmol, 68%. 1H NMR (400 MHz, CDCl3) δ 7.87 (dd, J=4.9, 1.6 Hz, 1... Starting materials: [N+](=O)([O-])C1=C(C=C(C=C1)OC1=C(C=C(C=C1)C(F)(F)F)Cl)NCCCC(=O)OC (methyl N-[2-nitro-5-(2-chloro-4-trifluoromethylphenoxy)phenyl]-4-amino-n-butyrate), [N+](=O)([O-])C1=C(C=C(C=C1)OC1=C(C=C(C=C1)C(F)(F)F)Cl)NCCCC(=O)OC (methyl N-[2-nitro-5-(2-chloro-4-trifluoromethylphenoxy)phenyl]-4-amino-n-butyrate), Cl (hydrogen chloride), C(C)(=O)Cl (acetyl chloride). Yields the product C(C)(=O)N(CCCC(=O)OC)C1=C(C=CC(=C1)OC1=C(C=C(C=C1)C(F)(F)F)Cl)[N+](=O)[O-] (Methyl N-acetyl-N-[2-nitro-5-(2-chloro-4-trifluoromethylphenoxy)phenyl]-4-amino-n-butyrate). Reaction SMILES: [N+:1]([C:4]1[CH:9]=[CH:8][C:7]([O:10][C:11]2[CH:16]=[CH:15][C:14]([C:17]([F:20])([F:19])[F:18])=[CH:13][C:12]=2[Cl:21])=[CH:6][C:5]=1[NH:22][CH2:23][CH2:24][CH2:25][C:26]([O:28][CH3:29])=[O:27])([O-:3])=[O:2].Cl.[C:31](Cl)(=[O:33])[CH3:32]>>[C:31]([N:22]([C:5]1[CH:6]=[C:7]([O:10][C:11]2[CH:16]=[CH:15][C:14]([C:17]([F:18])([F:19])[F:20])=[CH:13][C:12]=2[Cl:21])[CH:8]=[CH:9][C:4]=1[N+:1]([O-:3])=[O:2])[CH2:23][CH2:24][CH2:25][C:26]([O:28][CH3:29])=[O:27])(=[O:33])[CH3:32]. Procedure details: 10 g of methyl N-[2-nitro-5-(2-chloro-4-trifluoromethylphenoxy)phenyl]-4-amino-n-butyrate (compound 2) are refluxed in 30 ml of acetyl chloride until the evolution of hydrogen chloride is complete. Excess acetyl chloride is removed in vacuo, affording the title compound in quantitative yield. nD21 =1.5437. The reactants are CC(C)(C)OC(=O)N1CC2CC(CN(CC(O)COc3ccc(C#N)cc3)C2)C1, CCOC(C)=O. Yields the product N#Cc1ccc(OCC(O)CN2CC3CNCC(C3)C2)cc1. As a reaction SMILES: [C:1](#[N:2])[c:3]1[cH:4][cH:5][c:6]([O:7][CH2:8][CH:9]([CH2:10][N:11]2[CH2:12][CH:13]3[CH2:14][N:15]([C:20]([O:21][C:22]([CH3:23])([CH3:24])[CH3:25])=[O:26])[CH2:16][CH:17]([CH2:18]2)[CH2:19]3)[OH:27])[cH:28][cH:29]1.[CH3:30][CH2:31][O:32][C:33]([CH3:34])=[O:35]>>[C:1](#[N:2])[c:3]1[cH:4][cH:5][c:6]([O:7][CH2:8][CH:9]([CH2:10][N:11]2[CH2:12][CH:13]3[CH2:14][NH:15][CH2:16][CH:17]([CH2:18]2)[CH2:19]3)[OH:27])[cH:28][cH:29]1.